This data is from the Open Reaction Database (ORD), a public repository of structured organic reaction records. The task is: describe an organic reaction: reactants, conditions, products, and yield Reactants: C(C=C(C)C)Cl (prenyl chloride), [Mg] (magnesium), C1=CC(=CC=C1Cl)Cl (p-dichlorobenzene), C(C)Br (ethyl bromide), II (iodine), [Cl-].[NH4+] (ammonium chloride). The reagents and catalysts are II (iodine). Solvent: O1CCCC1 (tetrahydrofuran), O1CCCC1 (tetrahydrofuran), O1CCCC1 (tetrahydrofuran), O1CCCC1 (tetrahydrofuran). Reaction conditions: time 2 hour. The product is ClC1=CC=C(C=C1)CC=C(C)C (p-chloroprenylbenzene). The yield is 61.5%. Reaction SMILES: [Mg].C(Br)C.II.[CH:7]1[C:12](Cl)=[CH:11][CH:10]=[C:9]([Cl:14])[CH:8]=1.[CH2:15](Cl)[CH:16]=[C:17]([CH3:19])[CH3:18].[Cl-].[NH4+]>O1CCCC1.II>[Cl:14][C:9]1[CH:8]=[CH:7][C:12]([CH2:15][CH:16]=[C:17]([CH3:19])[CH3:18])=[CH:11][CH:10]=1 |f:5.6|. Procedure: Under a nitrogen atmosphere, 58.3 g of magnesium turnings, 800 ml of tetrahydrofuran and about 0.1 g of iodine were put in a flask. When 2 ml of ethyl bromide was added while stirring the above materials, coloration by iodine disappeared and the temperature of the contents of the flask rose. While tetrahydrofuran was refluxed, a solution of 294 g of p-dichlorobenzene in 2 liters of tetrahydrofuran was added dropwise over the course of about 4 hours. After the addition, the mixture was stirred fo... Reactants: COC(=O)C=1C=2C=CN(C2C=CC1)CCO ((2-Hydroxy-ethyl)-1H-indole-4-carboxylic acid methyl ester), CCN(C(C)C)C(C)C (DIPEA), ClCOCCOC (1-Chloromethoxy-2-methoxy-ethane). Solvent: C(Cl)Cl (DCM), C(Cl)Cl (DCM). Reaction conditions: time 72 hour. The product is COC(=O)C=1C=2C=CN(C2C=CC1)CCOCOCCOC (1-[2-(2-Methoxy-ethoxymethoxy)-ethyl]-1H-indole-4-carboxylic acid methyl ester). RXN SMILES: [CH3:1][O:2][C:3]([C:5]1[C:6]2[CH:7]=[CH:8][N:9]([CH2:14][CH2:15][OH:16])[C:10]=2[CH:11]=[CH:12][CH:13]=1)=[O:4].CCN(C(C)C)C(C)C.Cl[CH2:27][O:28][CH2:29][CH2:30][O:31][CH3:32]>C(Cl)Cl>[CH3:1][O:2][C:3]([C:5]1[C:6]2[CH:7]=[CH:8][N:9]([CH2:14][CH2:15][O:16][CH2:27][O:28][CH2:29][CH2:30][O:31][CH3:32])[C:10]=2[CH:11]=[CH:12][CH:13]=1)=[O:4]. Procedure: To a solution of -(2-Hydroxy-ethyl)-1H-indole-4-carboxylic acid methyl ester in DCM (3 ml) is added DIPEA (0.129 ml, 0.739 mmol) and 1-Chloromethoxy-2-methoxy-ethane (0.084 ml, 0.739 mmol). The solution is stirred at room temperature for 72 hours. The reaction is diluted with DCM (50 ml) and washed with 0.5 M HCl (20 ml), 1 M NaOH (20 ml) and 0.5 M HCl (20 ml). The organic layer is dried over MgSO4 and the solvent is removed in vacuo. Purification by chromatography (SiO2, DCM/MeOH) affords 1-[2-... Starting materials: O=C([O-])[O-], CN(C)C=O, Cc1cccc(C)c1O, CI, [K+], [K+], O. Yields the product COc1c(C)cccc1C. As a reaction SMILES: [C:12](=[O:13])([O-:14])[O-:15].[CH3:19][N:20]([CH3:21])[CH:22]=[O:23].[CH3:1][c:2]1[c:3]([OH:9])[c:4]([CH3:8])[cH:5][cH:6][cH:7]1.[I:10][CH3:11].[K+:16].[K+:17].[OH2:18]>>[CH3:1][c:2]1[c:3]([O:9][CH3:12])[c:4]([CH3:8])[cH:5][cH:6][cH:7]1. The reactants are N(C1=CC=CC=C1)[NH-] (anilinylamide), intermediate quanzolinedione, carboxylic acid, C([O-])([O-])=O.[K+].[K+] (potassium carbonate), CI (methyl iodide). Solvent: CN(C)C=O (DMF). The product is COC(C1=CC=CC=C1)=O (benzoic acid methyl ester). Reaction SMILES: N([NH-])[C:2]1[CH:7]=[CH:6][CH:5]=[CH:4][CH:3]=1.[C:9](=[O:12])([O-])[O-:10].[K+].[K+].[CH3:15]I>CN(C=O)C>[CH3:15][O:10][C:9](=[O:12])[C:2]1[CH:7]=[CH:6][CH:5]=[CH:4][CH:3]=1 |f:1.2.3|. Procedure: Alternatively, treatment of isatoic acid XC with p-aminomethylbenzoic acid in water and triethylamine affords benzoic acid XCIII. Treatment of XCIII with sodium hydroxide, dioxane, methylchloroformate, and methanol affords an intermediate quinazolinedione carboxylic acid, the acid moiety of which is then converted to the anilinylamide moiety of XCIV using procedures analogous to those described for Scheme 16 above. Alternatively, the intermediate quanzolinedione carboxylic acid in DMF is treated... Starting materials: C(#N)C=1C(=C(SC1SC)NC(=O)OC(C)(C)C)NC(=O)OC(C)(C)C (di-t-butyl 4-cyano-5-(methylthio)thiophene-2,3-dicarbamate), C(C(=O)OCC)(=O)OCC (diethyl oxalate). Solvent: C(C)(=O)O (acetic acid). Product: C(#N)C1=C(SC=2NC(C(NC21)=O)=O)SC (7-Cyano-6-(methylthio)thieno[2,3-b]pyrazine-2,3(1H,4H)-dione). Isolated yield 72.3%. As a reaction SMILES: [C:1]([C:3]1[C:4]([NH:18][C:19]([O:21]C(C)(C)C)=O)=[C:5]([NH:10][C:11](OC(C)(C)C)=[O:12])[S:6][C:7]=1[S:8][CH3:9])#[N:2].C(OCC)(=O)C(OCC)=O>C(O)(=O)C>[C:1]([C:3]1[C:4]2[NH:18][C:19](=[O:21])[C:11](=[O:12])[NH:10][C:5]=2[S:6][C:7]=1[S:8][CH3:9])#[N:2]. Procedure details: Reaction of di-t-butyl 4-cyano-5-(methylthio)thiophene-2,3-dicarbamate (1.0 g, 2.6 mmol) and diethyl oxalate (12 ml, 88 mmol) in acetic acid (15 ml) was performed following the procedure outlined in example 1 (Method D). Yield 0.45 g (72%) of the title compound. M.p. >225° C. MS (70 eV): m/z 239 (694, M), 224 (8), 211 (4), 196 (100), 162 (3), 136 (10), 109 (50), 94 (20), 82 (27), 70 (27). The reactants are C#CCO, ClC(Cl)Cl, CCN(C(C)C)C(C)C, Clc1cc(Cl)cc(I)c1, [Cu]I, C1CCOC1, O=C(C=Cc1ccccc1)C=Cc1ccccc1, O=C(C=Cc1ccccc1)C=Cc1ccccc1, O=C(C=Cc1ccccc1)C=Cc1ccccc1, [Pd], [Pd], c1ccc(P(c2ccccc2)c2ccccc2)cc1. Product: OCC#Cc1cc(Cl)cc(Cl)c1. RXN SMILES: [CH2:29]([C:30]#[CH:31])[OH:32].[CH:100]([Cl:101])([Cl:102])[Cl:103].[CH:33]([N:34]([CH:35]([CH3:36])[CH3:37])[CH2:38][CH3:39])([CH3:40])[CH3:41].[Cl:1][c:2]1[cH:3][c:4]([I:9])[cH:5][c:6]([Cl:8])[cH:7]1.[Cu:42][I:43].[O:104]1[CH2:105][CH2:106][CH2:107][CH2:108]1.[O:46]=[C:47]([CH:48]=[CH:49][c:50]1[cH:51][cH:52][cH:53][cH:54][cH:55]1)[CH:56]=[CH:57][c:58]1[cH:59][cH:60][cH:61][cH:62][cH:63]1.[O:64]=[C:65]([CH:66]=[CH:67][c:68]1[cH:69][cH:70][cH:71][cH:72][cH:73]1)[CH:74]=[CH:75][c:76]1[cH:77][cH:78][cH:79][cH:80][cH:81]1.[O:82]=[C:83]([CH:84]=[CH:85][c:86]1[cH:87][cH:88][cH:89][cH:90][cH:91]1)[CH:92]=[CH:93][c:94]1[cH:95][cH:96][cH:97][cH:98][cH:99]1.[Pd:44].[Pd:45].[c:10]1([P:11]([c:12]2[cH:13][cH:14][cH:15][cH:16][cH:17]2)[c:18]2[cH:19][cH:20][cH:21][cH:22][cH:23]2)[cH:24][cH:25][cH:26][cH:27][cH:28]1>>[Cl:1][c:2]1[cH:3][c:4]([C:31]#[C:30][CH2:29][OH:32])[cH:5][c:6]([Cl:8])[cH:7]1. Reactants: C(=O)(O)C1=C(C=CC=C1)B(O)O (carboxybenzene boronic acid), ClC1=NC=CC=C1Cl (2,3-dichloropyridine). The reagents and catalysts are C=1C=CC(=CC1)[P](C=2C=CC=CC2)(C=3C=CC=CC3)[Pd]([P](C=4C=CC=CC4)(C=5C=CC=CC5)C=6C=CC=CC6)([P](C=7C=CC=CC7)(C=8C=CC=CC8)C=9C=CC=CC9)[P](C=1C=CC=CC1)(C=1C=CC=CC1)C=1C=CC=CC1.[Pd] (Tetrakis palladium). Run in C(=O)([O-])[O-].[K+].[K+] (K2CO3), C(C)#N (acetonitrile). Conditions: temperature 90 celsius. Product: ClC=1C(=NC=CC1)C1=CC=C(C(=O)O)C=C1 (4-(3-Chloropyridin-2-yl)benzoic acid). As a reaction SMILES: [C:1]([C:4]1[CH:9]=[CH:8][CH:7]=[CH:6][C:5]=1B(O)O)([OH:3])=[O:2].Cl[C:14]1[C:19]([Cl:20])=[CH:18][CH:17]=[CH:16][N:15]=1>C([O-])([O-])=O.[K+].[K+].C(#N)C.C1C=CC([P]([Pd]([P](C2C=CC=CC=2)(C2C=CC=CC=2)C2C=CC=CC=2)([P](C2C=CC=CC=2)(C2C=CC=CC=2)C2C=CC=CC=2)[P](C2C=CC=CC=2)(C2C=CC=CC=2)C2C=CC=CC=2)(C2C=CC=CC=2)C2C=CC=CC=2)=CC=1.[Pd]>[Cl:20][C:19]1[C:14]([C:7]2[CH:8]=[CH:9][C:4]([C:1]([OH:3])=[O:2])=[CH:5][CH:6]=2)=[N:15][CH:16]=[CH:17][CH:18]=1 |f:2.3.4,6.7,^1:33,35,54,73|. Procedure: Tetrakis palladium (0.1 2 g, 0.1 mMol) was added to a suspension of carboxybenzene boronic acid (0.33 g, 2.0 mMol) and 2,3-dichloropyridine (0.296 g, 2.0 mMol) in a mixture of 0.4M K2CO3 (10 mL) and acetonitrile (10 mL) and the mixture was heated at 90° C. for 12 hrs under a blanket of nitrogen. The hot suspension was filtered, the filtrate concentrated to about half the original volume before being washed with methylene chloride. The aq. layer was carefully acidified with conc. HCl and the prec...